Dataset: the Open Reaction Database (ORD), a public repository of structured organic reaction records. Task: describe an organic reaction: reactants, conditions, products, and yield Reactants: CCOCC, Cl, NNC(=O)C(F)(F)C(F)(F)F, O=C(Cl)CCC(F)([N+](=O)[O-])[N+](=O)[O-], c1ccncc1. Product: O=C(CCC(F)([N+](=O)[O-])[N+](=O)[O-])NNC(=O)C(F)(F)C(F)(F)F. As a reaction SMILES: [CH3:32][CH2:33][O:34][CH2:35][CH3:36].[ClH:31].[F:14][C:15]([C:16](=[O:17])[NH:18][NH2:19])([C:20]([F:21])([F:22])[F:23])[F:24].[F:1][C:2]([CH2:3][CH2:4][C:5](=[O:6])[Cl:7])([N+:8](=[O:9])[O-:10])[N+:11](=[O:12])[O-:13].[cH:25]1[cH:26][cH:27][n:28][cH:29][cH:30]1>>[F:1][C:2]([CH2:3][CH2:4][C:5](=[O:6])[NH:19][NH:18][C:16]([C:15]([F:14])([C:20]([F:21])([F:22])[F:23])[F:24])=[O:17])([N+:8](=[O:9])[O-:10])[N+:11](=[O:12])[O-:13]. Starting materials: C(C)(=O)OCC(/C=C/P(OC(C)C)(OC(C)C)=O)CO (diisopropyl (E)-3-acetoxymethyl-4-hydroxybut-1-enylphosphonate), N1C=NC=C1 (imidazole), [Si](C1=CC=CC=C1)(C1=CC=CC=C1)(C(C)(C)C)Cl (t-butyldiphenylsilylchloride). Solvent: C1CCOC1 (THF). Run at time 3 hour. Product: C(C)(=O)OCC(/C=C/P(OC(C)C)(OC(C)C)=O)CO[Si](C1=CC=CC=C1)(C1=CC=CC=C1)C(C)(C)C (diisopropyl (E)-3-acetoxymethyl-4-t-butyldiphenylsilyloxybut-1-enylphosphonate). Yield: 94.3%. RXN SMILES: [C:1]([O:4][CH2:5][CH:6]([CH2:19][OH:20])/[CH:7]=[CH:8]/[P:9](=[O:18])([O:14][CH:15]([CH3:17])[CH3:16])[O:10][CH:11]([CH3:13])[CH3:12])(=[O:3])[CH3:2].N1C=CN=C1.[Si:26](Cl)([C:39]([CH3:42])([CH3:41])[CH3:40])([C:33]1[CH:38]=[CH:37][CH:36]=[CH:35][CH:34]=1)[C:27]1[CH:32]=[CH:31][CH:30]=[CH:29][CH:28]=1>C1COCC1>[C:1]([O:4][CH2:5][CH:6]([CH2:19][O:20][Si:26]([C:39]([CH3:42])([CH3:41])[CH3:40])([C:33]1[CH:34]=[CH:35][CH:36]=[CH:37][CH:38]=1)[C:27]1[CH:32]=[CH:31][CH:30]=[CH:29][CH:28]=1)/[CH:7]=[CH:8]/[P:9](=[O:18])([O:14][CH:15]([CH3:16])[CH3:17])[O:10][CH:11]([CH3:13])[CH3:12])(=[O:3])[CH3:2]. Procedure: To a solution of diisopropyl (E)-3-acetoxymethyl-4-hydroxybut-1-enylphosphonate (3 g, 9.7 mmol ) and imidazole (1.7 g, 25 mmol) in anhydrous THF (60 ml) at 0° C. was added t-butyldiphenylsilylchloride (3.2 ml, 12.7 mmol). After stirring at room temperature for 3 h, the solvent was removed and the residue was partitioned between chloroform (100 ml) and brine (30 ml). The organic phase was dried (MgSo4), evaporated in vacuo and chromatographed on silica gel, eluting with chloroform of increasing p... Starting materials: C1ON2C(=NC=C(C2(N)OC1)F)NC=1C=CC2=C(C=C(O2)CO)C1 (N4-(3,4-ethylenedioxy)-5-fluoro-N2-[2-(hydroxymethyl)benzofuran-5-yl]-2,4-pyrimidinediamine), FC=1C(=NC(=NC1)NC=1C=C2C=C(NC2=CC1)C(=O)OC)NC1=CC(=CC=C1)O (5-fluoro-N4-(3-hydroxyphenyl)-N2-[2-(methoxycarbonyl)-(1H)-indol-5-yl]-2,4-pyrimidinediamine), CC(C)C[AlH]CC(C)C (DIBALH). Yields the product FC=1C(=NC(=NC1)NC=1C=C2C=C(NC2=CC1)CO)NC1=CC(=CC=C1)O (5-fluoro-N4-(3-hydroxyphenyl)-N2-[2-(hydroxymethyl)-(1H)-indol-5-yl]-2,4-pyrimidinediamine). Reaction SMILES: C1COC2(N)N(C(NC3C=CC4OC(CO)=CC=4C=3)=NC=C2F)O1.[F:25][C:26]1[C:27]([NH:46][C:47]2[CH:52]=[CH:51][CH:50]=[C:49]([OH:53])[CH:48]=2)=[N:28][C:29]([NH:32][C:33]2[CH:34]=[C:35]3[C:39](=[CH:40][CH:41]=2)[NH:38][C:37]([C:42](OC)=[O:43])=[CH:36]3)=[N:30][CH:31]=1.CC(C[AlH]CC(C)C)C>>[F:25][C:26]1[C:27]([NH:46][C:47]2[CH:52]=[CH:51][CH:50]=[C:49]([OH:53])[CH:48]=2)=[N:28][C:29]([NH:32][C:33]2[CH:34]=[C:35]3[C:39](=[CH:40][CH:41]=2)[NH:38][C:37]([CH2:42][OH:43])=[CH:36]3)=[N:30][CH:31]=1. Procedure: In a manner similar to the preparation of N4-(3,4-ethylenedioxy)-5-fluoro-N2-[2-(hydroxymethyl)benzofuran-5-yl]-2,4-pyrimidinediamine, 5-fluoro-N4-(3-hydroxyphenyl)-N2-[2-(methoxycarbonyl)-(1H)-indol-5-yl]-2,4-pyrimidinediamine was reduced with DIBALH to yield 5-fluoro-N4-(3-hydroxyphenyl)-N2-[2-(hydroxymethyl)-(1H)-indol-5-yl]-2,4-pyrimidinediamine. 1H NMR (CD3OD): δ 7.81 (d, 1H, J=4.2 Hz), 7.23 (d, 1H, J=1.8 Hz), 7.28–7.23 (m, 2H), 7.19 (t, 1H, J=2.4 Hz), 7.12 (dd, 1H, J=1.8 and 9.0 Hz), 7.07 ... Reactants: ClCCCI (3-chloro-iodopropane), CN(S(=O)(=O)N1N=C(C(=C1)Br)C)C (4-bromo-3-methyl-pyrazole-1-sulfonic acid dimethylamide). Run in C1CCOC1 (THF), C(C)OCC (diethyl ether), C(CCC)OCCCC (dibutyl ether). Run at temperature 0 celsius, time 3 hour. Product: CN(S(=O)(=O)N1N=C(C(=C1CCCCl)Br)C)C (4-Bromo-5-(3-chloro-propyl)-3-methyl-pyrazole-1-sulfonic acid dimethylamide). The yield is 44.8%. Reaction SMILES: [CH3:1][N:2]([CH3:13])[S:3]([N:6]1[CH:10]=[C:9]([Br:11])[C:8]([CH3:12])=[N:7]1)(=[O:5])=[O:4].[Cl:14][CH2:15][CH2:16][CH2:17]I>C(OCC)C.C(OCCCC)CCC.C1COCC1>[CH3:1][N:2]([CH3:13])[S:3]([N:6]1[C:10]([CH2:17][CH2:16][CH2:15][Cl:14])=[C:9]([Br:11])[C:8]([CH3:12])=[N:7]1)(=[O:4])=[O:5]. Procedure: To a solution of 4-bromo-3-methyl-pyrazole-1-sulfonic acid dimethylamide (6.7 g, 25 mmol) in diethyl ether (75 mL) was added dropwise at −78° C. under N2 phenyl lithium (1.8 M, 14.6 mL, 26.3 mmol) in dibutyl ether. After warming to 0° C. for 15 m, the reaction mixture was re-cooled to −78° C. and a solution of 3-chloro-iodopropane (15.3 g, 75 mmol) in 20 mL THF was added dropwise. The reaction was warmed to room temperature and stirred for 3 h before quenching with a saturated aqueous solution o... Starting materials: ClC=1C(=CC(=C(O[C@H](CCCNC(OC(C)(C)C)=O)C=2N(C=CN2)C)C1)C#N)F (1,1-Dimethylethyl [(4R)-4-(5-chloro-2-cyano-4-fluorophenoxy)-4-(1-methyl-1H-imidazol-2-yl)butyl]-carbamate). Solvent: Cl (hydrochloric acid), O1CCOCC1 (dioxan). Reaction conditions: time 10 minute. The product is Cl.NCCC[C@H](C=1N(C=CN1)C)OC1=C(C#N)C=C(C(=C1)Cl)F (2-[[(1R)-4-Amino-1-(1-methyl-1H-imidazol-2-yl)butyl]oxy]-4-chloro-5-fluoro-benzonitrile hydrochloride). Yield: 157.0%. As a reaction SMILES: [Cl:1][C:2]1[C:3]([F:29])=[CH:4][C:5]([C:27]#[N:28])=[C:6]([CH:26]=1)[O:7][C@@H:8]([C:20]1[N:21]([CH3:25])[CH:22]=[CH:23][N:24]=1)[CH2:9][CH2:10][CH2:11][NH:12]C(=O)OC(C)(C)C>Cl.O1CCOCC1>[ClH:1].[NH2:12][CH2:11][CH2:10][CH2:9][C@@H:8]([O:7][C:6]1[CH:26]=[C:2]([Cl:1])[C:3]([F:29])=[CH:4][C:5]=1[C:27]#[N:28])[C:20]1[N:21]([CH3:25])[CH:22]=[CH:23][N:24]=1 |f:3.4|. Procedure: The product of step (c) (0.33 g, 0.78 mmol) was dissolved in 4M hydrochloric acid in dioxan (10 ml) and stirred for 10 minutes. The solvent was removed in vacuo and the solid residue triturated with ethyl acetate. The white solid was filtered off and dried under high vacuum to give the title compound (0.22 g, 70%).